This data is from the Open Reaction Database (ORD), a public repository of structured organic reaction records. The task is: describe an organic reaction: reactants, conditions, products, and yield Starting materials: C(C)OC(=O)C1=C(SC2=C1CCCC2)N (2-Amino-4,5,6,7-tetrahydrobenzothiophene-3-carboxylic acid ethyl ester), C(C)OC(=O)C1=C(SC2=C1CCCC2)N (2-Amino-4,5,6,7-tetrahydrobenzothiophene-3-carboxylic acid ethyl ester), C(Cl)Cl (methylene chloride), N1=CC=CC=C1 (pyridine), COC=1C=C(C(=O)Cl)C=CC1OC (3,4-dimethoxybenzoyl chloride), COC=1C=C(C(=O)Cl)C=CC1OC (3,4-dimethoxybenzoyl chloride). Run at temperature 0 celsius, time 1 hour. The product is C(C)OC(=O)C=1C2=C(SC1NC(C1=CC(=CC=C1)CCl)=O)CCCC2 (2-(3-chloromethyl-benzoylamino)-4,5,6,7-tetrahydro-benzo[b]thiophene-3-carboxylic acid ethyl ester), intermediate. The yield is 100.0%. RXN SMILES: [CH2:1]([O:3][C:4]([C:6]1[C:10]2[CH2:11][CH2:12][CH2:13][CH2:14][C:9]=2[S:8][C:7]=1[NH2:15])=[O:5])[CH3:2].N1C=CC=CC=1.CO[C:24]1[CH:25]=[C:26]([CH:30]=[CH:31][C:32]=1OC)[C:27](Cl)=[O:28].[CH2:35]([Cl:37])Cl>>[CH2:1]([O:3][C:4]([C:6]1[C:10]2[CH2:11][CH2:12][CH2:13][CH2:14][C:9]=2[S:8][C:7]=1[NH:15][C:27](=[O:28])[C:26]1[CH:30]=[CH:31][CH:32]=[C:24]([CH2:35][Cl:37])[CH:25]=1)=[O:5])[CH3:2]. Reported procedure: 2-Amino-4,5,6,7-tetrahydrobenzothiophene-3-carboxylic acid ethyl ester (Compound A) (4.0 g) was dissolved in anhydrous methylene chloride (40.0 ml). Subsequently, pyridine (2.8 ml) and 3-(chloromethyl)benzoyl chloride (compound B) (3.0 ml) were added at 0° C., and the mixture was stirred at 0° C. for one hr. After the completion of the reaction, distilled water was added, and the mixture was subjected to separatory extraction with chloroform, and the organic layer was washed with saturated brine... Starting materials: CC(C)(C)c1cc(C(C)(C)C)c(-c2ccc(Cl)cc2)c(O)c1C=O, CC(C)(C)N. The product is CC(C)(C)NCc1c(C(C)(C)C)cc(C(C)(C)C)c(-c2ccc(Cl)cc2)c1O. RXN SMILES: [C:1]([CH3:2])([CH3:3])([CH3:4])[c:5]1[c:6]([CH:23]=[O:24])[c:7]([OH:22])[c:8](-[c:15]2[cH:16][cH:17][c:18]([Cl:21])[cH:19][cH:20]2)[c:9]([C:11]([CH3:12])([CH3:13])[CH3:14])[cH:10]1.[CH3:25][C:26]([CH3:27])([CH3:28])[NH2:29]>>[C:1]([CH3:2])([CH3:3])([CH3:4])[c:5]1[c:6]([CH2:23][NH:29][C:26]([CH3:25])([CH3:27])[CH3:28])[c:7]([OH:22])[c:8](-[c:15]2[cH:16][cH:17][c:18]([Cl:21])[cH:19][cH:20]2)[c:9]([C:11]([CH3:12])([CH3:13])[CH3:14])[cH:10]1. The reactants are COC(=O)C1(CCCC1)C1=C(C=C(C=C1)OC1CCN(CC1)C(=O)OC(C)(C)C)OC (1-(4-(N-Boc-4-piperidinyloxy)-2-methoxyphenyl)cyclopentylcarboxylic acid methyl ester), [OH-].[Na+] (NaOH), solution, Cl (HCl), CCN(C(C)C)C(C)C (DIEA), C(C)(C)(C)OC(=O)OC(=O)OC(C)(C)C (di-tert-butyldicarbonate). Run in CO (MeOH). Reaction conditions: time 14 hour. Yields the product C(=O)(OC(C)(C)C)N1CCC(CC1)OC1=CC(=C(C=C1)C1(CCCC1)C(=O)O)OC (1-(4-(N-Boc-4-piperidinyloxy)-2-methoxyphenyl)cyclopentylcarboxylic acid). Reaction SMILES: C[O:2][C:3]([C:5]1([C:10]2[CH:15]=[CH:14][C:13]([O:16][CH:17]3[CH2:22][CH2:21][N:20]([C:23]([O:25][C:26]([CH3:29])([CH3:28])[CH3:27])=[O:24])[CH2:19][CH2:18]3)=[CH:12][C:11]=2[O:30][CH3:31])[CH2:9][CH2:8][CH2:7][CH2:6]1)=[O:4].[OH-].[Na+].Cl.CCN(C(C)C)C(C)C.C(OC(OC(OC(C)(C)C)=O)=O)(C)(C)C>CO>[C:23]([N:20]1[CH2:21][CH2:22][CH:17]([O:16][C:13]2[CH:14]=[CH:15][C:10]([C:5]3([C:3]([OH:4])=[O:2])[CH2:9][CH2:8][CH2:7][CH2:6]3)=[C:11]([O:30][CH3:31])[CH:12]=2)[CH2:18][CH2:19]1)([O:25][C:26]([CH3:29])([CH3:28])[CH3:27])=[O:24] |f:1.2|. Reported procedure: To a solution of 1-(1-(1-(4-(N-Boc-4-piperidinyloxy)-2-methoxyphenyl)cyclopentylcarboxylic acid methyl ester (0.20 g, 0.46 mmol) from Step 7 above in MeOH (5 mL) was added aqueous NaOH (1.15 mL of a 2.0 N solution, 2.3 mmol). The mixture was refluxed for 5 days. The mixture was acidified to pH 2 by the addition of 2 N aqueous HCl and the solvent was removed under reduced pressure. The residue was suspended in DMF (5 mL) and to the mixture was added DIEA (0.17 mL, 1.0 mmol) and di-tert-butyldicar... The reagents and catalysts are C=1C=CC(=CC1)[P](C=2C=CC=CC2)(C=3C=CC=CC3)[Pd]([P](C=4C=CC=CC4)(C=5C=CC=CC5)C=6C=CC=CC6)([P](C=7C=CC=CC7)(C=8C=CC=CC8)C=9C=CC=CC9)[P](C=1C=CC=CC1)(C=1C=CC=CC1)C=1C=CC=CC1 (tetrakis(triphenylphosphine)palladium(0)). Yields the product ClC=1C=C(C=CC1)C=1C=C(OC1)C(=O)OCC (Ethyl 4-(3-chlorophenyl)furan-2-carboxylate). Procedure details: Under argon, 100 mg (0.46 mmol) of the compound from Example 3A are provided in 3 ml of 1,2-dimethoxyethane, and 107 mg (0.69 mmol) of 3-chlorophenylboronic acid, 2.4 ml (2.28 mmol) of an aqueous sodium carbonate solution (10%) and 32 mg (0.03 mmol) of tetrakis(triphenylphosphine)palladium(0) are added. Under microwave irradiation, the mixture is heated in a closed vessel at 80° C. for 15 min. The crude product is purified by preparative HPLC (RP18 column; eluent: acetonitrile/water gradient). 8... Conditions: temperature 80 celsius. Run in COCCOC (1,2-dimethoxyethane). Reaction SMILES: Br[C:2]1[CH:3]=[C:4]([C:7]([O:9][CH2:10][CH3:11])=[O:8])[O:5][CH:6]=1.[Cl:12][C:13]1[CH:14]=[C:15](B(O)O)[CH:16]=[CH:17][CH:18]=1.C(=O)([O-])[O-].[Na+].[Na+]>COCCOC.C1C=CC([P]([Pd]([P](C2C=CC=CC=2)(C2C=CC=CC=2)C2C=CC=CC=2)([P](C2C=CC=CC=2)(C2C=CC=CC=2)C2C=CC=CC=2)[P](C2C=CC=CC=2)(C2C=CC=CC=2)C2C=CC=CC=2)(C2C=CC=CC=2)C2C=CC=CC=2)=CC=1>[Cl:12][C:13]1[CH:18]=[C:17]([C:2]2[CH:3]=[C:4]([C:7]([O:9][CH2:10][CH3:11])=[O:8])[O:5][CH:6]=2)[CH:16]=[CH:15][CH:14]=1 |f:2.3.4,^1:37,39,58,77|. The reactants are ClC=1C=C(C=CC1)B(O)O (3-chlorophenylboronic acid), C([O-])([O-])=O.[Na+].[Na+] (sodium carbonate), BrC=1C=C(OC1)C(=O)OCC (Ethyl 4-bromofuran-2-carboxylate). Starting materials: NC1=C(C(=O)O)C=C(C=C1)O (2-amino-5-hydroxybenzoic acid), BrCC(=O)Br (bromoacetyl bromide). The solvent is CN(C)C=O (DMF), O1CCOCC1 (dioxane). Run at time 20 hour. The product is BrCC(=O)NC1=C(C(=O)O)C=C(C=C1)O (2-((2-Bromoacetyl)amino)-5-hydroxybenzoic Acid). Isolated yield 71.8%. RXN SMILES: [NH2:1][C:2]1[CH:10]=[CH:9][C:8]([OH:11])=[CH:7][C:3]=1[C:4]([OH:6])=[O:5].[Br:12][CH2:13][C:14](Br)=[O:15]>CN(C=O)C.O1CCOCC1>[Br:12][CH2:13][C:14]([NH:1][C:2]1[CH:10]=[CH:9][C:8]([OH:11])=[CH:7][C:3]=1[C:4]([OH:6])=[O:5])=[O:15]. Reported procedure: To a solution of 2-amino-5-hydroxybenzoic acid (6.1 g, 0.04 mol) in anhydrous DMF (20 mL) and anhydrous dioxane (20 mL) was added, dropwise, bromoacetyl bromide (8.0 g, 3.5 mL, 100 mol %) while keeping the internal temperature between 0° C. and 5° C. After the addition was completed (~20 min), the ice-bath was removed and the mixture was stirred for 20 h at rt. The reaction mixture was cooled in an ice-bath, water was added (100 mL), and then the mixture was poured into ice-water. The light prec... The reactants are 800, CC(C=O)CCC (2-methylpentanal), C=1(C(=CC=CC1)C)C (xylene), NC(=O)N (urea), S(O)(O)(=O)=O (sulfuric acid). The solvent is O (water). Reaction conditions: temperature 60 celsius, time 3 hour. Product: NC(=O)N.CC(C=O)CCC (Urea 2-methylpentanal). As a reaction SMILES: [CH3:1][CH:2]([CH2:5][CH2:6][CH3:7])[CH:3]=[O:4].C1(C)C(C)=CC=CC=1.[NH2:16][C:17]([NH2:19])=[O:18].S(=O)(=O)(O)O>O>[NH2:16][C:17]([NH2:19])=[O:18].[CH3:1][CH:2]([CH2:5][CH2:6][CH3:7])[CH:3]=[O:4] |f:5.6|. Procedure details: A mixture of 800 parts of 2-methylpentanal, 800 parts of xylene and 120 parts of urea is heated to the boil in a stirred apparatus of the type described in Example 1, and 50 parts of 75% strength sulfuric acid are added dropwise. The mixture is then stirred at the boil and the water formed (84 parts) is removed via the water separator. The condensation is complete after about 3 hours. The reaction mixture is neutralized with 50% strength sodium hydroxide solution and stirred for a further hour a... Starting materials: OC[SnH2]C1=CC=CC2=NC=C3C=CC=CC3=C12 (hydroxymethylphenanthridinyl stannane), C1=CC=CC2=NC=C3C=CC=CC3=C12 (phenanthridine). Yields the product CN1C=2C=CC=C(C2C2=CC=CC=C2C1)[SnH2]CO (N-methyl hydroxymethylphenanthridinyl stannane). Reaction SMILES: [OH:1][CH2:2][SnH2:3][C:4]1[C:17]2[C:8](=[N:9][CH:10]=[C:11]3[C:16]=2[CH:15]=[CH:14][CH:13]=[CH:12]3)[CH:7]=[CH:6][CH:5]=1.[CH:18]1C2C(=NC=C3C=2C=CC=C3)C=CC=1>>[CH3:18][N:9]1[CH2:10][C:11]2[C:16](=[CH:15][CH:14]=[CH:13][CH:12]=2)[C:17]2[C:4]([SnH2:3][CH2:2][OH:1])=[CH:5][CH:6]=[CH:7][C:8]1=2. Procedure details: Employing the procedure described in Example 2, but substituting the hydroxymethylphenanthridinyl stannane 35 prepared as described in Example 30 for the stannane 2, provides the N-methyl hydroxymethylphenanthridinyl stannane 36. Starting materials: ClC=1NC=CN1 (2-chloroimidazole), [H-].[Na+] (NaH), CN(C)C=O (DMF), COC(C(CCBr)NC(=O)OC(C)(C)C)=O (4-bromo-2-tert-butoxycarbonylamino-butyric acid methyl ester), CN(C)C=O (DMF). Run in CCOC(=O)C (EtOAc). Run at temperature 80 celsius, time 20 minute. Product: COC(C(CCN1N=CC=N1)NC(=O)OC(C)(C)C)=O (2-tert-butoxycarbonylamino-4-1,2,3-triazol-2-yl-butyric acid methyl ester). Yield: 78.0%. RXN SMILES: ClC1[NH:3][CH:4]=[CH:5][N:6]=1.[H-].[Na+].[CH3:9][O:10][C:11](=[O:24])[CH:12]([NH:16][C:17]([O:19][C:20]([CH3:23])([CH3:22])[CH3:21])=[O:18])[CH2:13][CH2:14]Br.C[N:26](C=O)C>CCOC(C)=O>[CH3:9][O:10][C:11](=[O:24])[CH:12]([NH:16][C:17]([O:19][C:20]([CH3:23])([CH3:22])[CH3:21])=[O:18])[CH2:13][CH2:14][N:26]1[N:3]=[CH:4][CH:5]=[N:6]1 |f:1.2|. Reported procedure: To a solution of 0.87 g (8.4 mmol) of 2-chloroimidazole in 14 mL of DMF was added 0.40 g (10 mmol) of 60% NaH in mineral oil. After 20 min of stirring, 2.5 g (8.4 mmol) of 4-bromo-2-tert-butoxycarbonylamino-butyric acid methyl ester in 5 mL of DMF was added. The reaction mixture was heated to 80° C. for 1 h. The mixture was diluted with EtOAc (150 mL), washed with water, brine, dried over MgSO4, filtered, and concentrated. The residue was purified by flash chromatography (0-5% MeOH in CH2Cl2) to... Reaction SMILES: BrC(Br)C.[CH:5]1[C:10]([CH2:11]Br)=[CH:9][CH:8]=[C:7]([C:13]#[N:14])[CH:6]=1.I[C:16]1[N:17]=[CH:18][N:19]([C:21]([C:34]2[CH:39]=[CH:38][CH:37]=[CH:36][CH:35]=2)([C:28]2[CH:33]=[CH:32][CH:31]=[CH:30][CH:29]=2)[C:22]2[CH:27]=[CH:26][CH:25]=[CH:24][CH:23]=2)[CH:20]=1>C1COCC1.[Zn]>[C:21]([N:19]1[CH:20]=[C:16]([CH2:11][C:10]2[CH:9]=[CH:8][C:7]([C:13]#[N:14])=[CH:6][CH:5]=2)[N:17]=[CH:18]1)([C:28]1[CH:29]=[CH:30][CH:31]=[CH:32][CH:33]=1)([C:34]1[CH:39]=[CH:38][CH:37]=[CH:36][CH:35]=1)[C:22]1[CH:27]=[CH:26][CH:25]=[CH:24][CH:23]=1. The reagents and catalysts are [Zn] (zinc). Yields the product C(C1=CC=CC=C1)(C1=CC=CC=C1)(C1=CC=CC=C1)N1C=NC(=C1)CC1=CC=C(C=C1)C#N (1-Trityl-4-(4-cyanobenzyl)-imidazole). The solvent is C1CCOC1 (THF), C1CCOC1 (THF). Reaction conditions: temperature 20 celsius. Starting materials: C1=CC(=CC=C1CBr)C#N (a-bromo-p-tolunitrile), BrC(C)Br (dibromoethane), bis(triphenylphosphine)Nickel, IC=1N=CN(C1)C(C1=CC=CC=C1)(C1=CC=CC=C1)C1=CC=CC=C1 (4-iodo-1-tritylimidazole). Procedure: To a suspension of activated zinc dust (3.57 g, 54.98 mmol) in THF (50 mL) was added dibromoethane (0.315 mL, 3.60 mmol) and the reaction stirred under argon at 20° C. The suspension was cooled to 0° C. and a-bromo-p-tolunitrile (9.33 g, 47.6 mmol) in THF (100 mL) was added dropwise over a period of 10 minutes. The reaction was then allowed to stir at 20° C. for 6 hours and bis(triphenylphosphine)Nickel II chloride (2.4 g, 3.64 mmol) and 4-iodo-1-tritylimidazole (15.95 g, 36.6 mmol, S. V. Ley, e...